Dataset: the Open Reaction Database (ORD), a public repository of structured organic reaction records. Task: describe an organic reaction: reactants, conditions, products, and yield RXN SMILES: [Br:1][C:2]1[C:13]([O:14][CH3:15])=[CH:12][C:5]2[S:6][CH:7]=[C:8]([C:9]([OH:11])=O)[C:4]=2[CH:3]=1.[NH2:16][C:17]1[CH:18]=[N:19][CH:20]=[CH:21][CH:22]=1>S(Cl)(Cl)=O>[Br:1][C:2]1[C:13]([O:14][CH3:15])=[CH:12][C:5]2[S:6][CH:7]=[C:8]([C:9]([NH:16][C:17]3[CH:18]=[N:19][CH:20]=[CH:21][CH:22]=3)=[O:11])[C:4]=2[CH:3]=1. The reactants are BrC1=CC2=C(SC=C2C(=O)O)C=C1OC (5-Bromo-6-methoxybenzo[b]thiophene-3-carboxylic acid), NC=1C=NC=CC1 (3-Aminopyridine). Reported procedure: 5-Bromo-6-methoxybenzo[b]thiophene-3-carboxylic acid (D5) (0.36 g, 0.0013 mole) and thionyl chloride (20 ml) were heated under reflux for 1 hour, after which the reaction mixture was cooled to ambient temperature and evaporated in vacuo. The resulting acid chloride was dissolved in dry dichloromethane (30 ml) and acetonitrile (10 ml) under argon. 3-Aminopyridine (0.12 g, 0.0013 mole) was added and the reaction mixture stirred at ambient temperature for 16 hours. The solvent was removed in vacuo ... Isolated yield 23.3%. Reaction conditions: time 16 hour. Solvent: S(=O)(Cl)Cl (thionyl chloride). Yields the product BrC1=CC2=C(SC=C2C(=O)NC=2C=NC=CC2)C=C1OC (5-Bromo-6-methoxy-N-(3-pyridyl)benzo-[b]thiophene-3-carboxamide). Starting materials: CC(CO)(CO)C (2,2-dimethyl-1,3-propanediol), ClC=1C=C(C(=O)OC)C=C(C1O)Cl (methyl 3,5-dichloro-4-hydroxybenzoate). The reagents and catalysts are C(C)(=O)[O-].[Ca+2].C(C)(=O)[O-] (calcium acetate), [Sb]=O (antimony oxide). Conditions: temperature 200 celsius. The product is CC(COC(=O)C1=CC(=C(C(=C1)Cl)O)Cl)(COC(=O)C1=CC(=C(C(=C1)Cl)O)Cl)C (4,4'-[2,2-dimethyl-1,3-propanediylbis(oxycarbonyl)]bis-(2,6-dichlorophenol)). Yield: 69.5%. Reaction SMILES: [CH3:1][C:2]([CH3:7])([CH2:5][OH:6])[CH2:3][OH:4].[Cl:8][C:9]1[CH:10]=[C:11]([CH:16]=[C:17]([Cl:20])[C:18]=1[OH:19])[C:12](OC)=[O:13]>C([O-])(=O)C.[Ca+2].C([O-])(=O)C.[Sb]=O>[CH3:1][C:2]([CH3:7])([CH2:5][O:6][C:12]([C:11]1[CH:16]=[C:17]([Cl:20])[C:18]([OH:19])=[C:9]([Cl:8])[CH:10]=1)=[O:13])[CH2:3][O:4][C:12]([C:11]1[CH:16]=[C:17]([Cl:20])[C:18]([OH:19])=[C:9]([Cl:8])[CH:10]=1)=[O:13] |f:2.3.4,^1:29|. Procedure: A mechanically stirred mixture of 0.6 g of calcium acetate, 0.6 g of antimony oxide, 15.7 g (0.15 M) of 2,2-dimethyl-1,3-propanediol, and 132 g (0.6 mole) of methyl 3,5-dichloro-4-hydroxybenzoate was heated under a nitrogen atmosphere at 200° C for 18 hours. The reaction mixture was washed three times with benzene in a Waring Blendor and extracted for five days with 2 liters of hot benzene. The extract, on cooling, yielded 50.5 g of 4,4'-[2,2-dimethyl-1,3-propanediylbis(oxycarbonyl)]bis-(2,6-dic... Reactants: C1CCOC1, CCN(C(C)C)C(C)C, ClCCl, [Cu]I, C#CCO, c1ccc(P(c2ccccc2)(c2ccccc2)[Pd](P(c2ccccc2)(c2ccccc2)c2ccccc2)(P(c2ccccc2)(c2ccccc2)c2ccccc2)P(c2ccccc2)(c2ccccc2)c2ccccc2)cc1, CC(C)(C)OC(=O)c1nc(N2CCc3cccc(C(=O)N(COCC[Si](C)(C)C)c4nc5ccccc5s4)c3C2)sc1I. The product is CC(C)(C)OC(=O)c1nc(N2CCc3cccc(C(=O)N(COCC[Si](C)(C)C)c4nc5ccccc5s4)c3C2)sc1C#CCO. As a reaction SMILES: [CH2:57]1[O:58][CH2:59][CH2:60][CH2:61]1.[CH:48]([N:49]([CH2:50][CH3:51])[CH:52]([CH3:53])[CH3:54])([CH3:55])[CH3:56].[Cl:62][CH2:63][Cl:64].[Cu:142][I:143].[OH:44][CH2:45][C:46]#[CH:47].[cH:65]1[cH:66][cH:67][c:68]([P:69]([Pd:70]([P:71]([c:72]2[cH:73][cH:74][cH:75][cH:76][cH:77]2)([c:78]2[cH:79][cH:80][cH:81][cH:82][cH:83]2)[c:84]2[cH:85][cH:86][cH:87][cH:88][cH:89]2)([P:90]([c:91]2[cH:92][cH:93][cH:94][cH:95][cH:96]2)([c:97]2[cH:98][cH:99][cH:100][cH:101][cH:102]2)[c:103]2[cH:104][cH:105][cH:106][cH:107][cH:108]2)[P:109]([c:110]2[cH:111][cH:112][cH:113][cH:114][cH:115]2)([c:116]2[cH:117][cH:118][cH:119][cH:120][cH:121]2)[c:122]2[cH:123][cH:124][cH:125][cH:126][cH:127]2)([c:128]2[cH:129][cH:130][cH:131][cH:132][cH:133]2)[c:134]2[cH:135][cH:136][cH:137][cH:138][cH:139]2)[cH:140][cH:141]1.[s:1]1[c:2]([N:10]([C:11](=[O:12])[c:13]2[cH:14][cH:15][cH:16][c:17]3[c:22]2[CH2:21][N:20]([c:23]2[s:24][c:25]([I:35])[c:26]([C:28](=[O:29])[O:30][C:31]([CH3:32])([CH3:33])[CH3:34])[n:27]2)[CH2:19][CH2:18]3)[CH2:36][O:37][CH2:38][CH2:39][Si:40]([CH3:41])([CH3:42])[CH3:43])[n:3][c:4]2[c:5]1[cH:6][cH:7][cH:8][cH:9]2>>[s:1]1[c:2]([N:10]([C:11](=[O:12])[c:13]2[cH:14][cH:15][cH:16][c:17]3[c:22]2[CH2:21][N:20]([c:23]2[s:24][c:25]([C:47]#[C:46][CH2:45][OH:44])[c:26]([C:28](=[O:29])[O:30][C:31]([CH3:32])([CH3:33])[CH3:34])[n:27]2)[CH2:19][CH2:18]3)[CH2:36][O:37][CH2:38][CH2:39][Si:40]([CH3:41])([CH3:42])[CH3:43])[n:3][c:4]2[c:5]1[cH:6][cH:7][cH:8][cH:9]2.